describe an organic reaction: reactants, conditions, products, and yield From a dataset of the Open Reaction Database (ORD), a public repository of structured organic reaction records. Reactants: C1COCCO1, O=C1CCC(N2C(=O)c3ccc([N+](=O)[O-])cc3C2=O)C(=O)N1. Yields the product Nc1ccc2c(c1)C(=O)N(C1CCC(=O)NC1=O)C2=O. As a reaction SMILES: [CH2:23]1[O:24][CH2:25][CH2:26][O:27][CH2:28]1.[O:1]=[C:2]1[N:3]([CH:15]2[C:16](=[O:22])[NH:17][C:18](=[O:21])[CH2:19][CH2:20]2)[C:4](=[O:14])[c:5]2[cH:6][c:7]([N+:11]([O-:12])=[O:13])[cH:8][cH:9][c:10]21>>[O:1]=[C:2]1[N:3]([CH:15]2[C:16](=[O:22])[NH:17][C:18](=[O:21])[CH2:19][CH2:20]2)[C:4](=[O:14])[c:5]2[cH:6][c:7]([NH2:11])[cH:8][cH:9][c:10]21. Reactants: Cn1ncc2cc(N)ccc21, CCOC(C)=O, CCN(C(C)C)C(C)C, Cc1ccc(S(=O)(=O)n2ccc3c(Cl)nc(Cl)nc32)cc1, C1COCCO1, O. The product is Cc1ccc(S(=O)(=O)n2ccc3c(Nc4ccc5c(cnn5C)c4)nc(Cl)nc32)cc1. Reaction SMILES: [CH3:22][n:23]1[n:24][cH:25][c:26]2[cH:27][c:28]([NH2:32])[cH:29][cH:30][c:31]12.[CH3:42][CH2:43][O:44][C:45]([CH3:46])=[O:47].[CH:33]([N:34]([CH2:35][CH3:36])[CH:37]([CH3:38])[CH3:39])([CH3:40])[CH3:41].[Cl:1][c:2]1[n:3][c:4]([Cl:21])[c:5]2[c:6]([n:7]1)[n:8]([S:11](=[O:12])(=[O:13])[c:14]1[cH:15][cH:16][c:17]([CH3:18])[cH:19][cH:20]1)[cH:9][cH:10]2.[O:48]1[CH2:49][CH2:50][O:51][CH2:52][CH2:53]1.[OH2:54]>>[Cl:1][c:2]1[n:3][c:4]([NH:32][c:28]2[cH:27][c:26]3[cH:25][n:24][n:23]([CH3:22])[c:31]3[cH:30][cH:29]2)[c:5]2[c:6]([n:7]1)[n:8]([S:11](=[O:12])(=[O:13])[c:14]1[cH:15][cH:16][c:17]([CH3:18])[cH:19][cH:20]1)[cH:9][cH:10]2. Starting materials: ClC1=NC(=C(C=C1)C(=O)OCC)C(F)(F)F (Ethyl 2-chloro-6-(trifluoromethyl)pyridin-5-carboxylate), FC(C=1C=C(C=C(C1)C(F)(F)F)C1(CNCC1)C(F)(F)F)(F)F (3-[3,5-bis-(trifluoromethyl)phenyl]-3-(trifluoromethyl)pyrrolidine), C([O-])([O-])=O.[K+].[K+] (potassium carbonate). The solvent is ice water, CN(C=O)C (N,N-dimethylformamide). Reaction conditions: temperature 100 celsius. Yields the product FC(C=1C=C(C=C(C1)C(F)(F)F)C1(CN(CC1)C1=NC(=C(C(=O)OCC)C=C1)C(F)(F)F)C(F)(F)F)(F)F (ethyl 6-{3-[3,5-bis-(trifluoromethyl)phenyl]-3-(trifluoromethyl)pyrrolidin-1-yl}-2-(trifluoromethyl)nicotinate). Isolated yield 79.8%. RXN SMILES: Cl[C:2]1[CH:7]=[CH:6][C:5]([C:8]([O:10][CH2:11][CH3:12])=[O:9])=[C:4]([C:13]([F:16])([F:15])[F:14])[N:3]=1.[F:17][C:18]([F:39])([F:38])[C:19]1[CH:20]=[C:21]([C:29]2([C:34]([F:37])([F:36])[F:35])[CH2:33][CH2:32][NH:31][CH2:30]2)[CH:22]=[C:23]([C:25]([F:28])([F:27])[F:26])[CH:24]=1.C(=O)([O-])[O-].[K+].[K+]>CN(C)C=O>[F:27][C:25]([F:26])([F:28])[C:23]1[CH:22]=[C:21]([C:29]2([C:34]([F:37])([F:35])[F:36])[CH2:33][CH2:32][N:31]([C:2]3[CH:7]=[CH:6][C:5]([C:8]([O:10][CH2:11][CH3:12])=[O:9])=[C:4]([C:13]([F:16])([F:15])[F:14])[N:3]=3)[CH2:30]2)[CH:20]=[C:19]([C:18]([F:17])([F:38])[F:39])[CH:24]=1 |f:2.3.4|. Reported procedure: Ethyl 2-chloro-6-(trifluoromethyl)pyridin-5-carboxylate (0.95 g), 3-[3,5-bis-(trifluoromethyl)phenyl]-3-(trifluoromethyl)pyrrolidine (1.4 g) and potassium carbonate (0.7 g) were added to N,N-dimethylformamide (30 ml), and heated for 5 hours at 100° C. After cooling, the reaction mixture was poured in ice water and extracted with ethyl acetate. The organic layer was dried over magnesium sulfate, the solvent was distilled off under reduced pressure, and purified by silica gel column chromatography... Starting materials: NC=1C=CC2=C(N(C=N2)C(CC(=O)OCC)C2=CC=CC=C2)C1 (ethyl 3-(6-amino-1H-benzimidazol-1-yl)-3-phenylpropanoate), BrC1=C(C(=O)O)C=C(C=C1)OC (2-bromo-5-methoxybenzoic acid). Yields the product BrC1=C(C(=O)NC=2C=CC3=C(N(C=N3)C(CC(=O)O)C3=CC=CC=C3)C2)C=C(C=C1)OC (3-{6-[(2-Bromo-5-methoxybenzoyl)amino]-1H-benzimidazol-1-yl}-3-phenylpropanoic acid). As a reaction SMILES: [NH2:1][C:2]1[CH:3]=[CH:4][C:5]2[N:9]=[CH:8][N:7]([CH:10]([C:17]3[CH:22]=[CH:21][CH:20]=[CH:19][CH:18]=3)[CH2:11][C:12]([O:14]CC)=[O:13])[C:6]=2[CH:23]=1.[Br:24][C:25]1[CH:33]=[CH:32][C:31]([O:34][CH3:35])=[CH:30][C:26]=1[C:27](O)=[O:28]>>[Br:24][C:25]1[CH:33]=[CH:32][C:31]([O:34][CH3:35])=[CH:30][C:26]=1[C:27]([NH:1][C:2]1[CH:3]=[CH:4][C:5]2[N:9]=[CH:8][N:7]([CH:10]([C:17]3[CH:18]=[CH:19][CH:20]=[CH:21][CH:22]=3)[CH2:11][C:12]([OH:14])=[O:13])[C:6]=2[CH:23]=1)=[O:28]. Reported procedure: Using the procedure of Preparation 21, the title compound (56 mg) was prepared from ethyl 3-(6-amino-1H-benzimidazol-1-yl)-3-phenylpropanoate and 2-bromo-5-methoxybenzoic acid, and purified by RP-HPLC. [LCMS (Method A, Mobile Phase I) RT=4.35 min, MH+ 496]. Reactants: BrC1=C(C(=O)O)C=CC(=C1)C(=O)O (2-bromoterephthalic acid), COCCOC (DME), NC1=CC=NN1CC (5-amino-1-ethylpyrazole), C(=O)([O-])[O-].[K+].[K+] (K2CO3). The reagents and catalysts are CC(=O)[O-].CC(=O)[O-].[Cu+2] (Cu(OAc)2). Solvent: O (water), C(C)(=O)O (acetic acid). Conditions: temperature 135 celsius. Product: C(C)N1N=CC=C1NC=1C(C(=O)O)=CC=C(C1)C(=O)O (N-(1-ethylpyrazol-5-yl)-4-carboxyanthranilic acid). Yield: 45.4%. RXN SMILES: Br[C:2]1[CH:10]=[C:9]([C:11]([OH:13])=[O:12])[CH:8]=[CH:7][C:3]=1[C:4]([OH:6])=[O:5].COCCOC.[NH2:20][C:21]1[N:25]([CH2:26][CH3:27])[N:24]=[CH:23][CH:22]=1.C([O-])([O-])=O.[K+].[K+]>CC([O-])=O.CC([O-])=O.[Cu+2].C(O)(=O)C.O>[CH2:26]([N:25]1[C:21]([NH:20][C:2]2[C:3](=[CH:7][CH:8]=[C:9]([C:11]([OH:13])=[O:12])[CH:10]=2)[C:4]([OH:6])=[O:5])=[CH:22][CH:23]=[N:24]1)[CH3:27] |f:3.4.5,6.7.8|. Reported procedure: A mixture of 2-bromoterephthalic acid (4.8 g, 0.02 mol), DME (50 ml), Cu(OAc)2 (0.2 g), 5-amino-1-ethylpyrazole (2.22 g, 0.02 mol) and K2CO3 (2.71 g, 0.02 mol) is heated at 135° C. overnight, then at reflux overnight. The reaction mixture is poured into water, acidified with acetic acid and the precipitate which forms is collected by filtration and dried to afford 2.5 g of N-(1-ethylpyrazol-5-yl)-4-carboxyanthranilic acid.